Dataset: the Open Reaction Database (ORD), a public repository of structured organic reaction records. Task: describe an organic reaction: reactants, conditions, products, and yield Reactants: S(O)(O)(=O)=O (sulfuric acid), ice water, NC=1C(=NC(=CN1)F)C(=O)N (3-amino-6-fluoro-2-pyrazinecarboxamide), N(=O)[O-].[Na+] (sodium nitrite), saturated aqueous solution, C(O)([O-])=O.[Na+] (sodium hydrogen carbonate). The solvent is O (water). Run at time 1.5 hour. Product: FC1=CN=C(C(=N1)C(=O)N)O (6-fluoro-3-hydroxy-2-pyrazinecarboxamide). Isolated yield 78.1%. Reaction SMILES: S(=O)(=O)(O)O.N[C:7]1[C:8]([C:14]([NH2:16])=[O:15])=[N:9][C:10]([F:13])=[CH:11][N:12]=1.N([O-])=[O:18].[Na+].C(=O)([O-])O.[Na+]>O>[F:13][C:10]1[N:9]=[C:8]([C:14]([NH2:16])=[O:15])[C:7]([OH:18])=[N:12][CH:11]=1 |f:2.3,4.5|. Procedure: While keeping 285 ml of 97% sulfuric acid at 5-12° C. by cooling it with ice, 28.5 g of 3-amino-6-fluoro-2-pyrazinecarboxamide was added thereto to form a uniform solution. After adding 18.9 g of sodium nitrite to the solution at 5-12° C., the mixture thus obtained was stirred for 1.5 hours while cooling it with ice. While keeping the reaction mixture at a temperature not exceeding 10° C., the reaction mixture was dropwise added to 1.4 L of ice water, and the mixture thus formed was extracted fi... The reactants are CCCCCC(OC1CCCCO1)C(Br)=CBr, CS(C)=O, C1CN=C2CCCN2C1, O. Yields the product CCCCCC(C=CBr)OC1CCCCO1. RXN SMILES: [Br:1][CH:2]=[C:3]([CH:4]([CH2:5][CH2:6][CH2:7][CH2:8][CH3:9])[O:10][CH:11]1[O:12][CH2:13][CH2:14][CH2:15][CH2:16]1)[Br:17].[CH3:27][S:28](=[O:29])[CH3:30].[N:18]12[CH2:19][CH2:20][CH2:21][C:22]1=[N:23][CH2:24][CH2:25][CH2:26]2.[OH2:31]>>[Br:1][CH:2]=[CH:3][CH:4]([CH2:5][CH2:6][CH2:7][CH2:8][CH3:9])[O:10][CH:11]1[O:12][CH2:13][CH2:14][CH2:15][CH2:16]1. Starting materials: NC1=NC(=C2N=C(NC2=N1)CCCN)OCC1=CC=C(CNC(C(F)(F)F)=O)C=C1 (N-[4-(2-Amino-8-(3-aminopropyl)-9H-purin-6-yloxymethyl)-benzyl]-2,2,2-trifluoro-acetamide), C1(CCC(N1OC(CCCCCNC(CCCC[C@@H]1SC[C@@H]2NC(=O)N[C@H]12)=O)=O)=O)=O (N-(+)-biotinyl-6-aminocaproic acid succinimidyl ester). Run in CN(C)C=O (DMF), TEA. Product: NC1=NC(=C2N=C(NC2=N1)CCC(C(CCCCCNC(CCCC[C@@H]1SC[C@@H]2NC(=O)N[C@H]12)=O)=O)N)OCC1=CC=C(CNC(C(F)(F)F)=O)C=C1 (N-[4-(2-Amino-8-(3-(N-(+)-biotinyl-6-aminocaproyl)-aminopropyl)-9H-purine-6-yloxymethyl)-benzyl]-2,2,2-trifluoro-acetamide). The yield is 82.6%. RXN SMILES: [NH2:1][C:2]1[N:10]=[C:9]2[C:5]([N:6]=[C:7]([CH2:11][CH2:12][CH2:13][NH2:14])[NH:8]2)=[C:4]([O:15][CH2:16][C:17]2[CH:30]=[CH:29][C:20]([CH2:21][NH:22][C:23](=[O:28])[C:24]([F:27])([F:26])[F:25])=[CH:19][CH:18]=2)[N:3]=1.C1(=O)N([O:36][C:37](=O)[CH2:38][CH2:39][CH2:40][CH2:41][CH2:42][NH:43][C:44](=[O:58])[CH2:45][CH2:46][CH2:47][CH2:48][C@H:49]2[C@@H:57]3[C@@H:52]([NH:53][C:54]([NH:56]3)=[O:55])[CH2:51][S:50]2)C(=O)CC1>CN(C=O)C>[NH2:1][C:2]1[N:10]=[C:9]2[C:5]([N:6]=[C:7]([CH2:11][CH2:12][CH:13]([NH2:14])[C:37](=[O:36])[CH2:38][CH2:39][CH2:40][CH2:41][CH2:42][NH:43][C:44](=[O:58])[CH2:45][CH2:46][CH2:47][CH2:48][C@H:49]3[C@@H:57]4[C@@H:52]([NH:53][C:54]([NH:56]4)=[O:55])[CH2:51][S:50]3)[NH:8]2)=[C:4]([O:15][CH2:16][C:17]2[CH:18]=[CH:19][C:20]([CH2:21][NH:22][C:23](=[O:28])[C:24]([F:26])([F:25])[F:27])=[CH:29][CH:30]=2)[N:3]=1. Reported procedure: Amine 41 (Example 24, 10 mg, 0.023 mmol) and N-(+)-biotinyl-6-aminocaproic acid succinimidyl ester (50, 10 mg, 0.023 mmol) are dissolved in 650 μL DMF with 5 μL TEA and left at room temperature over night. The product is purified by reverse phase MPLC by using a linear gradient from water to acetonitrile (0.08% TFA) to yield 15.1 mg (0.019 mmol, 86%) of the title compound. MS (ESI) m/z 763.0 [M+H]+.